Dataset: the Open Reaction Database (ORD), a public repository of structured organic reaction records. Task: describe an organic reaction: reactants, conditions, products, and yield The reactants are CNC1=CC=NC=C1 (4-(N-methylamino)-pyridine), BrN1C(=O)N(C(=O)C1(C)C)Br (1,3-dibromo-5,5-dimethylhydantoin). Solvent: O1CCCC1 (tetrahydrofuran), O1CCCC1 (tetrahydrofuran). Yields the product BrC=1C=NC=CC1NC ((3-Bromo-pyridin-4-yl)-methyl-amine). The yield is 112.4%. Reaction SMILES: [CH3:1][NH:2][C:3]1[CH:8]=[CH:7][N:6]=[CH:5][CH:4]=1.[Br:9]N1C(C)(C)C(=O)N(Br)C1=O>O1CCCC1>[Br:9][C:4]1[CH:5]=[N:6][CH:7]=[CH:8][C:3]=1[NH:2][CH3:1]. Procedure: To a solution of 10.6 g (98 mmol) 4-(N-methylamino)-pyridine in 200 ml tetrahydrofuran was added dropwise a solution of 14.0 g (49 mmol) 1,3-dibromo-5,5-dimethylhydantoin in 50 ml tetrahydrofuran at room temperature within 1.5 h. The solvent was removed and the residue was re-dissolved in ethyl acetate. The organic phase was washed four times with saturated sodium carbonate solution, dried (sodium sulfate) and evaporated. The residue was purified by flash chromatography to give 10.3 g (56%) of t... Reactants: BrB(Br)Br, COc1ccc2c(c1)CCC2(C)C, ClCCl, ClCCl. The product is CC1(C)CCc2cc(O)ccc21. Reaction SMILES: [B:17]([Br:18])([Br:19])[Br:20].[CH3:1][O:2][c:3]1[cH:4][c:5]2[c:9]([cH:10][cH:11]1)[C:8]([CH3:12])([CH3:13])[CH2:7][CH2:6]2.[Cl:14][CH2:15][Cl:16].[Cl:21][CH2:22][Cl:23]>>[OH:2][c:3]1[cH:4][c:5]2[c:9]([cH:10][cH:11]1)[C:8]([CH3:12])([CH3:13])[CH2:7][CH2:6]2. Reactants: [OH-].[K+] (potassium hydroxide), C([O-])(O)=O.[Na+] (sodium bicarbonate), C([O-])(O)=O.[Na+] (sodium bicarbonate), COC(N(C)C)OC (N,N-dimethylformamide dimethyl acetal), B(F)(F)F.CCOCC (boron trifluoride etherate), CN1N=CC=2C(CCCC12)=O (1,5,6,7-tetrahydro-1-methyl-4H-indazol-4-one), [N+](=[N-])=CC(=O)OCC (ethyl diazoacetate), Cl (Hydrochloric acid). The solvent is O (water), ClCCl (dichloromethane), ClCCl (dichloromethane), ClCCl (dichloromethane). Reaction conditions: time 3.5 hour. Product: N1N=CC2=C1CCCCC2=O (5,6,7,8-tetrahydro-4(1H)-cycloheptapyrazolone). RXN SMILES: B(F)(F)F.CC[O:7][CH2:8][CH3:9].C[N:11]1[C:19]2C[CH2:17][CH2:16][C:15](=O)[C:14]=2[CH:13]=[N:12]1.[N+](=CC(OCC)=O)=[N-].C(=O)(O)[O-].[Na+].[OH-].[K+].Cl.COC(OC)N(C)C>ClCCl.O>[NH:11]1[C:19]2[CH2:14][CH2:15][CH2:16][CH2:17][C:8](=[O:7])[C:9]=2[CH:13]=[N:12]1 |f:0.1,4.5,6.7|. Procedure: A solution of 108 ml of boron trifluoride etherate in 300 ml of dichloromethane was added dropwise to a solution of 79.3 g of 1,5,6,7-tetrahydro-1-methyl-4H-indazol-4-one and 100 g of ethyl diazoacetate in 1500 ml of dichloromethane. The rate of the addition was adjusted so that the temperature of the reaction mixture did not exceed 25° C. and the evolution of gas did not become vigorous. The addition took 3.5 hours and the reaction mixture was then stirred at room temperature, cooled to 0° C., ... Reactants: C[Si](Cl)(C)C (Trimethylchlorsilane), C(CCC)[Li] (n-butyllithium), C=CCC=C (1,4-pentadiene). Run in hexanes, C(C)OCC (diethylether), C(C)OCC (diethyl ether). Conditions: time 8 hour. Product: C[Si](C)(C)C=CCC=C (trimethylsilyl-1,4-pentadiene). As a reaction SMILES: [CH2:1]=[CH:2][CH2:3][CH:4]=[CH2:5].C([Li])CCC.[CH3:11][Si:12]([CH3:15])([CH3:14])Cl>C(OCC)C>[CH3:11][Si:12]([CH:1]=[CH:2][CH2:3][CH:4]=[CH2:5])([CH3:15])[CH3:14]. Reported procedure: A solution containing 1,4-pentadiene (5 g, 73 mol) in diethylether (100 ml) was lowered to −78° C. and n-butyllithium was added dropwise (72 mmol, 1.6M soln. in hexanes, 45 ml). The flask was stirred overnight and the temperature was allowed to warm to ambient. Solvents were removed in vacuo and a bright yellow powder was isolated. The sample was then re-dissolved in fresh diethyl ether (100 ml) and the temperature was lowered to −78° C. Trimethylchlorsilane (7.9 mmol, 10 ml) was added dropwise.... Reactants: N[C@@H](CCC(=O)O)C(=O)O (L-glutamic acid), C(C)(=O)SCC(C(=O)Cl)C (3-acetylthio-2-methylpropanoyl chloride). Yields the product C(C)(=O)SCC(C(=O)N[C@@H](CCC(=O)O)C(=O)O)C ((±)-N-[3-(acetylthio)-2-methyl -1-oxopropyl]-L-glutamic acid). As a reaction SMILES: [NH2:1][C@H:2]([C:8]([OH:10])=[O:9])[CH2:3][CH2:4][C:5]([OH:7])=[O:6].[C:11]([S:14][CH2:15][CH:16]([CH3:20])[C:17](Cl)=[O:18])(=[O:13])[CH3:12]>>[C:11]([S:14][CH2:15][CH:16]([CH3:20])[C:17]([NH:1][C@H:2]([C:8]([OH:10])=[O:9])[CH2:3][CH2:4][C:5]([OH:7])=[O:6])=[O:18])(=[O:13])[CH3:12]. Procedure: Following the procedure of Example 16, L-glutamic acid is reacted with 3-acetylthio-2-methylpropanoyl chloride to give (±)-N-[3-(acetylthio)-2-methyl -1-oxopropyl]-L-glutamic acid. The reactants are ether glycol, ether glycol, CCOP(=S)(OCC)SCSP(=S)(OCC)OCC (ETHANOX), C(C1=CC=C(C(=O)OC)C=C1)(=O)OC (dimethyl terephthalate), C(CCCO)O (1,4-butanediol). Reagents/catalysts: CC(C)[O-].CC(C)[O-].CC(C)[O-].CC(C)[O-].[Ti+4] (tetraisopropyl titanate). The product is C1CCO1.C1(C2=CC=C(C(=O)OCCCCO1)C=C2)=O (trimethylene ether tetramethylene terephthalate). RXN SMILES: [C:1](OC)(=[O:12])[C:2]1[CH:11]=[CH:10][C:5]([C:6]([O:8]C)=[O:7])=[CH:4][CH:3]=1.[CH2:15]([OH:20])[CH2:16][CH2:17][CH2:18][OH:19].CCOP(SCSP(OCC)(OCC)=S)(OCC)=S>CC([O-])C.CC([O-])C.CC([O-])C.CC([O-])C.[Ti+4]>[CH2:10]1[O:8][CH2:6][CH2:5]1.[C:1]1(=[O:12])[O:20][CH2:15][CH2:16][CH2:17][CH2:18][O:19][C:6](=[O:7])[C:5]2[CH:10]=[CH:11][C:2]1=[CH:3][CH:4]=2 |f:3.4.5.6.7,8.9|. Procedure: Poly(trimethylene ether-tetramethylene terephthalate) was prepared as described for Example 1, with the exception that the number average molecular weight of the polytrimethylene ether glycol used was 2,390. The amounts of ingredients used were: dimethyl terephthalate, 12.52 kg; 1,4-butanediol, 14.90 kg; polytrimethylene ether glycol, 13.0 kg; tetraisopropyl titanate, 43.3 g; and ETHANOX, 80.8 g. The properties of the elastomer are reported in Table 1. Reactants: CC1=C2[C@H](C(=O)[C@@]3([C@H](C[C@@H]4[C@]([C@@H]3[C@@H]([C@@](C2(C)C)(C[C@@H]1OC(=O)[C@@H]([C@H](C5=CC=CC=C5)NC(=O)C6=CC=CC=C6)O)O)OC(=O)C7=CC=CC=C7)(CO4)OC(=O)C)O[C@H]8[C@@H]([C@H]([C@@H](CO8)O)O)O)C)O (7-xylosyl-10-deacetyltaxol), CO (methanol), P(=O)([O-])([O-])[O-].[K+].[K+].[K+] (potassium phosphate). Run in O (water). Conditions: time 15 hour. Product: CC1=C2[C@H](C(=O)[C@@]3([C@H](C[C@@H]4[C@]([C@H]3[C@@H]([C@@](C2(C)C)(C[C@@H]1O)O)OC(=O)C5=CC=CC=C5)(CO4)OC(=O)C)O[C@H]6[C@@H]([C@H]([C@@H](CO6)O)O)O)C)O (7-Xylosyl-10-deacetylbaccatin). Yield: 103.0%. Reaction SMILES: [CH3:1][C:2]1[C@@H:19]([O:20]C([C@H](O)[C@@H](NC(C2C=CC=CC=2)=O)C2C=CC=CC=2)=O)[CH2:18][C@:14]2([OH:41])[C:15]([CH3:17])([CH3:16])[C:3]=1[C@@H:4]([OH:68])[C:5]([C@@:7]1([CH3:67])[C@@H:12]([C@@H:13]2[O:42][C:43]([C:45]2[CH:50]=[CH:49][CH:48]=[CH:47][CH:46]=2)=[O:44])[C@:11]2([O:53][C:54]([CH3:56])=[O:55])[CH2:51][O:52][C@@H:10]2[CH2:9][C@@H:8]1[O:57][C@@H:58]1[O:63][CH2:62][C@@H:61]([OH:64])[C@H:60]([OH:65])[C@H:59]1[OH:66])=[O:6].CO.P([O-])([O-])([O-])=O.[K+].[K+].[K+]>O>[CH3:1][C:2]1[C@@H:19]([OH:20])[CH2:18][C@:14]2([OH:41])[C:15]([CH3:16])([CH3:17])[C:3]=1[C@@H:4]([OH:68])[C:5]([C@@:7]1([CH3:67])[C@H:12]([C@@H:13]2[O:42][C:43]([C:45]2[CH:46]=[CH:47][CH:48]=[CH:49][CH:50]=2)=[O:44])[C@:11]2([O:53][C:54]([CH3:56])=[O:55])[CH2:51][O:52][C@@H:10]2[CH2:9][C@@H:8]1[O:57][C@@H:58]1[O:63][CH2:62][C@@H:61]([OH:64])[C@H:60]([OH:65])[C@H:59]1[OH:66])=[O:6] |f:2.3.4.5|. Procedure details: Cells were prepared as described in Example 4. 1 mg 7-xylosyl-10-deacetyltaxol, 200 mg (108 milliunits) C-13 deacylase (described in Example 4), 0.2 ml methanol, 0.2 ml 1 M potassium phosphate buffer pH 7, and 3.6 ml water were mixed end-over-end at 48 rpm for 17 hours at 24° C. After 15 hours, HPLC analysis by Method 1 showed complete removal of C-13 side chain from the substrate. 2 ml of the solution now containing 7-xylosyl-10-deacetylbaccatin-III was added to 1 ml of the above Moraxella sp. ...